This data is from the Open Reaction Database (ORD), a public repository of structured organic reaction records. The task is: describe an organic reaction: reactants, conditions, products, and yield Reactants: CC1=C(C)C(=O)OC1=O, CC(=O)O, CCCN1C(=O)COc2ccc(N)cc21, O. Yields the product CCCN1C(=O)COc2ccc(N3C(=O)C(C)=C(C)C3=O)cc21. As a reaction SMILES: [CH3:16][C:17]1=[C:22]([CH3:23])[C:21](=[O:24])[O:20][C:18]1=[O:19].[CH3:26][C:27](=[O:28])[OH:29].[NH2:1][c:2]1[cH:3][cH:4][c:5]2[c:6]([cH:15]1)[N:7]([CH2:12][CH2:13][CH3:14])[C:8](=[O:11])[CH2:9][O:10]2.[OH2:25]>>[N:1]1([c:2]2[cH:3][cH:4][c:5]3[c:6]([cH:15]2)[N:7]([CH2:12][CH2:13][CH3:14])[C:8](=[O:11])[CH2:9][O:10]3)[C:18](=[O:19])[C:17]([CH3:16])=[C:22]([CH3:23])[C:21]1=[O:20]. The reactants are CN(C(CN(C(CN1C(C=2C(C1=O)=CC=CC2)=O)=O)C2=CC=CC=C2)=O)C2=CC=C(C=C2)C (N-methyl-N-(4-methylphenyl)-2-(N-phenyl-2-phthalimidoacetamido)acetamide), O.NN (hydrazine hydrate), CC=1C=C(C=CC1)N=C=O (3-methylphenyl isocyanate). The product is CN(C(CN(C(CNC(=O)NC1=CC(=CC=C1)C)=O)C1=CC=CC=C1)=O)C1=CC=C(C=C1)C (N-methyl-N-(4-methylphenyl)-2-{2-[3-(3-methylphenyl)ureido]-N-phenylacetamido}acetamide). Yield: 69.9%. As a reaction SMILES: [CH3:1][N:2]([C:27]1[CH:32]=[CH:31][C:30]([CH3:33])=[CH:29][CH:28]=1)[C:3](=[O:26])[CH2:4][N:5]([C:20]1[CH:25]=[CH:24][CH:23]=[CH:22][CH:21]=1)[C:6](=[O:19])[CH2:7][N:8]1C(=O)C2=CC=CC=C2C1=O.O.NN.[CH3:37][C:38]1[CH:39]=[C:40]([N:44]=[C:45]=[O:46])[CH:41]=[CH:42][CH:43]=1>>[CH3:1][N:2]([C:27]1[CH:28]=[CH:29][C:30]([CH3:33])=[CH:31][CH:32]=1)[C:3](=[O:26])[CH2:4][N:5]([C:20]1[CH:25]=[CH:24][CH:23]=[CH:22][CH:21]=1)[C:6](=[O:19])[CH2:7][NH:8][C:45]([NH:44][C:40]1[CH:41]=[CH:42][CH:43]=[C:38]([CH3:37])[CH:39]=1)=[O:46] |f:1.2|. Procedure details: The procedure is analogous to that described in Example 23, but 1.6 g of N-methyl-N-(4-methylphenyl)-2-(N-phenyl-2-phthalimidoacetamido)acetamide, 0.36 g of hydrazine hydrate and 0.3 g of 3-methylphenyl isocyanate are used as the starting material. The product obtained is purified by chromatography on 80 g of silica gel (0.065-0.200 mm) contained in a column 2.5 cm in diameter [eluent: methylene chloride], collecting 20 cm3 fractions. Fractions 10 to 12 are combined and concentrated to dryness u...